This data is from the Open Reaction Database (ORD), a public repository of structured organic reaction records. The task is: describe an organic reaction: reactants, conditions, products, and yield Reactants: CS(=O)(=O)C1=NC=C(C=N1)C#CC1=CC=CC=C1 (2-methanesulfonyl-5-phenylethynyl-pyrimidine), CC1(COC1)CN ((3-methyloxetan-3-yl)methanamine). The product is CC1(COC1)CNC1=NC=C(C=N1)C#CC1=CC=CC=C1 ((3-Methyl-oxetan-3-ylmethyl)-(5-phenylethynyl-pyrimidin-2-yl)-amine). RXN SMILES: CS([C:5]1[N:10]=[CH:9][C:8]([C:11]#[C:12][C:13]2[CH:18]=[CH:17][CH:16]=[CH:15][CH:14]=2)=[CH:7][N:6]=1)(=O)=O.[CH3:19][C:20]1([CH2:24][NH2:25])[CH2:23][O:22][CH2:21]1>>[CH3:19][C:20]1([CH2:24][NH:25][C:5]2[N:10]=[CH:9][C:8]([C:11]#[C:12][C:13]3[CH:18]=[CH:17][CH:16]=[CH:15][CH:14]=3)=[CH:7][N:6]=2)[CH2:23][O:22][CH2:21]1. Procedure: The title compound, white solid, MS: m/e=280.2 (M+H+), can be prepared in accordance with the general method of example 1, step 3 from 2-methanesulfonyl-5-phenylethynyl-pyrimidine (example 1, step 2) and (3-methyloxetan-3-yl)methanamine. Reactants: C1CCOC1, C1CCOC1, C[Si](C)(C)[N-][Si](C)(C)C, O=C1Cc2cc(F)ccc2N1, [Li+], O=C(O)CCc1ccc2c(c1)COC2=O, O, O=S(=O)(O)O. Yields the product O=C(O)CCc1ccc2c(c1)COC2=C1C(=O)Nc2ccc(F)cc21. As a reaction SMILES: [CH2:22]1[O:23][CH2:24][CH2:25][CH2:26]1.[CH2:47]1[O:48][CH2:49][CH2:50][CH2:51]1.[CH3:13][Si:14]([N-:15][Si:16]([CH3:17])([CH3:18])[CH3:19])([CH3:20])[CH3:21].[F:1][c:2]1[cH:3][c:4]2[c:8]([cH:9][cH:10]1)[NH:7][C:6](=[O:11])[CH2:5]2.[Li+:12].[O:27]=[C:28]1[O:29][CH2:30][c:31]2[cH:32][c:33]([CH2:37][CH2:38][C:39](=[O:40])[OH:41])[cH:34][cH:35][c:36]21.[OH2:52].[S:42](=[O:43])(=[O:44])([OH:45])[OH:46]>>[F:1][c:2]1[cH:3][c:4]2[c:8]([cH:9][cH:10]1)[NH:7][C:6](=[O:11])[C:5]2=[C:28]1[O:29][CH2:30][c:31]2[cH:32][c:33]([CH2:37][CH2:38][C:39](=[O:40])[OH:41])[cH:34][cH:35][c:36]21. Starting materials: CC(=O)O[BH-](OC(C)=O)OC(C)=O, CC(=O)O, CCc1nc2c(cnn2CC)c(NC2CCOCC2)c1CNC(=O)c1cccc(C(=O)NCc2cccc(-c3cccc(C=O)c3)c2C)c1, CN1CCCNCC1, ClCCCl, [Na+]. The product is CCc1nc2c(cnn2CC)c(NC2CCOCC2)c1CNC(=O)c1cccc(C(=O)NCc2cccc(-c3cccc(CN4CCCN(C)CC4)c3)c2C)c1. As a reaction SMILES: [C:58]([O:59][BH-:60]([O:61][C:62](=[O:63])[CH3:64])[O:65][C:66](=[O:67])[CH3:68])(=[O:69])[CH3:70].[C:72]([OH:73])(=[O:74])[CH3:75].[CH2:1]([CH3:2])[n:3]1[n:4][cH:5][c:6]2[c:7]1[n:8][c:9]([CH2:48][CH3:49])[c:10]([CH2:19][NH:20][C:21](=[O:22])[c:23]1[cH:24][c:25]([C:29](=[O:30])[NH:31][CH2:32][c:33]3[c:34]([CH3:47])[c:35](-[c:39]4[cH:40][c:41]([CH:45]=[O:46])[cH:42][cH:43][cH:44]4)[cH:36][cH:37][cH:38]3)[cH:26][cH:27][cH:28]1)[c:11]2[NH:12][CH:13]1[CH2:14][CH2:15][O:16][CH2:17][CH2:18]1.[CH3:50][N:51]1[CH2:52][CH2:53][NH:54][CH2:55][CH2:56][CH2:57]1.[Cl:76][CH2:77][CH2:78][Cl:79].[Na+:71]>>[CH2:1]([CH3:2])[n:3]1[n:4][cH:5][c:6]2[c:7]1[n:8][c:9]([CH2:48][CH3:49])[c:10]([CH2:19][NH:20][C:21](=[O:22])[c:23]1[cH:24][c:25]([C:29](=[O:30])[NH:31][CH2:32][c:33]3[c:34]([CH3:47])[c:35](-[c:39]4[cH:40][c:41]([CH2:45][N:54]5[CH2:53][CH2:52][N:51]([CH3:50])[CH2:57][CH2:56][CH2:55]5)[cH:42][cH:43][cH:44]4)[cH:36][cH:37][cH:38]3)[cH:26][cH:27][cH:28]1)[c:11]2[NH:12][CH:13]1[CH2:14][CH2:15][O:16][CH2:17][CH2:18]1. Reactants: [OH-].[Na+] (NaOH), C(C1=CC=CC=C1)C1C(NC(CC1O)(C)C)(C)C (3-benzyl-2,2,6,6-tetramethyl-4-piperidinol), fumic acid, C=O (formaldehyde). Run in O1CCOCC1 (dioxane), O1CCOCC1 (dioxane). Run at temperature 80 celsius, time 2 hour. The product is C(C1=CC=CC=C1)C1C(N(C(CC1O)(C)C)C)(C)C (3-Benzyl-1,2,2,6,6-pentamethyl-4-piperidinol). Yield: 84.4%. Reaction SMILES: [CH2:1]([CH:8]1[CH:13]([OH:14])[CH2:12][C:11]([CH3:16])([CH3:15])[NH:10][C:9]1([CH3:18])[CH3:17])[C:2]1[CH:7]=[CH:6][CH:5]=[CH:4][CH:3]=1.[CH2:19]=O.[OH-].[Na+]>O1CCOCC1>[CH2:1]([CH:8]1[CH:13]([OH:14])[CH2:12][C:11]([CH3:16])([CH3:15])[N:10]([CH3:19])[C:9]1([CH3:18])[CH3:17])[C:2]1[CH:3]=[CH:4][CH:5]=[CH:6][CH:7]=1 |f:2.3|. Procedure: Into a 100 ml-flask equipped with a thermometer, a cooling tube, a dropping funnel and a magnetic stirrer were added 3.7 g of 3-benzyl-2,2,6,6-tetramethyl-4-piperidinol prepared in Example A1 above, 30 ml of dioxane and 0.78 g of fumic acid, and the content in the flask was heated to 80° C. When the temperature of the content was at a constant level, 2.44 g of 37% aqueous formaldehyde in which 10 ml of dioxane had been dissolved was introduced gradually through the dropping funnel, and the conte... The reactants are ice water, Cl (HCl), [H-].[Na+] (sodium hydride), C(C)OC1=CC=C(C=C1)C(CO)C(F)(F)F (2-(4-ethoxyphenyl)-3,3,3-trifluoropropanol), FC1=C(C=C(CBr)C=C1)NC1=CC=CC=C1 (4-fluoro-3-anilinobenzyl bromide). Solvent: C1CCOC1 (THF), C1CCOC1 (THF). Yields the product FC1=C(C=C(COCC(C(F)(F)F)C2=CC=C(C=C2)OCC)C=C1)NC1=CC=CC=C1 (2-(4-ethoxyphenyl)-3,3,3-trifluoropropyl 4- fluoro-3-anilinobenzyl ether). As a reaction SMILES: [H-].[Na+].[CH2:3]([O:5][C:6]1[CH:11]=[CH:10][C:9]([CH:12]([C:15]([F:18])([F:17])[F:16])[CH2:13][OH:14])=[CH:8][CH:7]=1)[CH3:4].[F:19][C:20]1[CH:27]=[CH:26][C:23]([CH2:24]Br)=[CH:22][C:21]=1[NH:28][C:29]1[CH:34]=[CH:33][CH:32]=[CH:31][CH:30]=1.Cl>C1COCC1>[F:19][C:20]1[CH:27]=[CH:26][C:23]([CH2:24][O:14][CH2:13][CH:12]([C:9]2[CH:8]=[CH:7][C:6]([O:5][CH2:3][CH3:4])=[CH:11][CH:10]=2)[C:15]([F:16])([F:17])[F:18])=[CH:22][C:21]=1[NH:28][C:29]1[CH:30]=[CH:31][CH:32]=[CH:33][CH:34]=1 |f:0.1|. Reported procedure: Under a nitrogen atmosphere, 120 mg of sodium hydride (60% oil dispersion) was added to 10 ml of dry THF. A solution of 0.69 of 2-(4-ethoxyphenyl)-3,3,3-trifluoropropanol and 0.82 g or 4-fluoro-3-anilinobenzyl bromide in 20 ml of dry THF was then added with ice-cooling, and the reaction solution was stirred with ice-cooling for 1 hour and at room temperature for 46 hours. Thereafter, the reaction mixture was poured into ice water and adjusted to pH 6 with dilute HCl and extracted twice with diet... Starting materials: OC1=CC=C(C=C1)S(=O)(=O)C1=NC=CC=C1 (2-(4-hydroxy-benzenesulphonyl)pyridine), C([O-])([O-])=O.[K+].[K+] (potassium carbonate), O (water), ClCCCN(CCCC)CCCC (1-chloro-3-(di-n-butylamino)propane). Run in CS(=O)C (dimethylsulphoxide). Reaction conditions: time 30 minute. Product: C(C(=O)O)(=O)O.C(CCC)N(CCCOC1=CC=C(C=C1)S(=O)(=O)C1=NC=CC=C1)CCCC (2-{4-[3-(di-n-butylamino)propyloxy]benzenesulphonyl}pyridine oxalate). RXN SMILES: [OH:1][C:2]1[CH:7]=[CH:6][C:5]([S:8]([C:11]2[CH:16]=[CH:15][CH:14]=[CH:13][N:12]=2)(=[O:10])=[O:9])=[CH:4][CH:3]=1.[C:17](=[O:20])([O-:19])[O-].[K+].[K+].Cl[CH2:24][CH2:25][CH2:26][N:27]([CH2:32][CH2:33][CH2:34][CH3:35])[CH2:28][CH2:29][CH2:30][CH3:31].[OH2:36]>CS(C)=O>[C:2]([OH:1])(=[O:36])[C:17]([OH:19])=[O:20].[CH2:32]([N:27]([CH2:28][CH2:29][CH2:30][CH3:31])[CH2:26][CH2:25][CH2:24][O:1][C:2]1[CH:3]=[CH:4][C:5]([S:8]([C:11]2[CH:16]=[CH:15][CH:14]=[CH:13][N:12]=2)(=[O:10])=[O:9])=[CH:6][CH:7]=1)[CH2:33][CH2:34][CH3:35] |f:1.2.3,7.8|. Procedure: To a solution of 0.0085 mol of 2-(4-hydroxy-benzenesulphonyl)pyridine in 50 ml of dimethylsulphoxide, were added 3 g of finely crushed anhydrous potassium carbonate. The mixture was then maintained under stirring for 30 min and 0.015 mol of 1-chloro-3-(di-n-butylamino)propane was added. Stirring was still maintained for 24 hours and the reaction mixture was then poured into water and extracted with ethyl ether. The organic layer was washed with water, dried on sodium sulphate and filtered. After...